This data is from the Open Reaction Database (ORD), a public repository of structured organic reaction records. The task is: describe an organic reaction: reactants, conditions, products, and yield Starting materials: FC=1C(=NC=CC1SC1=CN=C(S1)NC1=NC=CC2=C1C=CS2)C(=O)OC (methyl 3-fluoro-4-(2-(thieno[3,2-c]pyridin-4-ylamino)thiazol-5-ylthio)picolinate), [OH-].[Na+] (sodium hydroxide), Cl (HCl). Run in O (water). Run at time 2 hour. Yields the product FC=1C(=NC=CC1SC1=CN=C(S1)NC1=NC=CC2=C1C=CS2)C(=O)O (3-fluoro-4-(2-(thieno[3,2-c]pyridin-4-ylamino)thiazol-5-ylthio)picolinic acid). The yield is 61.5%. Reaction SMILES: [F:1][C:2]1[C:3]([C:24]([O:26]C)=[O:25])=[N:4][CH:5]=[CH:6][C:7]=1[S:8][C:9]1[S:13][C:12]([NH:14][C:15]2[C:20]3[CH:21]=[CH:22][S:23][C:19]=3[CH:18]=[CH:17][N:16]=2)=[N:11][CH:10]=1.[OH-].[Na+].Cl>O>[F:1][C:2]1[C:3]([C:24]([OH:26])=[O:25])=[N:4][CH:5]=[CH:6][C:7]=1[S:8][C:9]1[S:13][C:12]([NH:14][C:15]2[C:20]3[CH:21]=[CH:22][S:23][C:19]=3[CH:18]=[CH:17][N:16]=2)=[N:11][CH:10]=1 |f:1.2|. Reported procedure: A solution of methyl 3-fluoro-4-(2-(thieno[3,2-c]pyridin-4-ylamino)thiazol-5-ylthio)picolinate (3.13 g, 7.48 mmol) was treated with aqueous sodium hydroxide (1N, 12 mL, 12.0 mmol) and was stirred at room temperature for 2 hours. The reaction was then acidified to pH ˜6 with 10% aqueous HCl and then poured into water (300 mL) and allowed to sit overnight for complete precipitation. The solid was collected by filtration, washed with water and air dried to give the title material (1.86 g, 62%). 1H ... Starting materials: O.[OH-].[Li+] (lithium hydroxide monohydrate), OO (hydrogen peroxide), S(=O)(O)[O-].[Na+] (sodium hydrogen sulfite), C(C1=CC=CC=C1)[C@@H]1N(C(OC1)=O)C(=O)[C@@H]1CN(C(C1)=O)CC1=C(C=C(C=C1)OC)OC ((S)-4-benzyl-3-[(S)-1-(2,4-dimethoxybenzyl)-5-oxopyrrolidine-3-carbonyl]-2-oxazolidinone). Solvent: O (water), O1CCCC1 (tetrahydrofuran), O1CCCC1 (tetrahydrofuran). Run at temperature 0 celsius, time 15 minute. The product is COC1=C(CN2C[C@H](CC2=O)C(=O)O)C=CC(=C1)OC ((S)-1-(2,4-dimethoxybenzyl)-5-oxopyrrolidine-3-carboxylic acid). RXN SMILES: O.[OH-].[Li+].OO.C([C@H]1COC(=O)N1[C:19]([C@H:21]1[CH2:25][C:24](=[O:26])[N:23]([CH2:27][C:28]2[CH:33]=[CH:32][C:31]([O:34][CH3:35])=[CH:30][C:29]=2[O:36][CH3:37])[CH2:22]1)=[O:20])C1C=CC=CC=1.S([O-])(O)=[O:39].[Na+]>O.O1CCCC1>[CH3:37][O:36][C:29]1[CH:30]=[C:31]([O:34][CH3:35])[CH:32]=[CH:33][C:28]=1[CH2:27][N:23]1[C:24](=[O:26])[CH2:25][C@H:21]([C:19]([OH:20])=[O:39])[CH2:22]1 |f:0.1.2,5.6|. Reported procedure: To a solution of lithium hydroxide monohydrate (2.0 g) in water (45 ml) was added dropwise 30 wt % aqueous solution of hydrogen peroxide solution (11 ml)) in an ice-sodium chloride cooling bath, and the mixture was stirred for 15 minutes. To this reaction solution was added tetrahydrofuran (36 ml), and then a solution of (S)-4-benzyl-3-[(S)-1-(2,4-dimethoxybenzyl)-5-oxopyrrolidine-3-carbonyl]-2-oxazolidinone (17.2 g) in tetrahydrofuran (144 ml) was added dropwise thereto, and the mixture was sti...